describe an organic reaction: reactants, conditions, products, and yield From a dataset of the Open Reaction Database (ORD), a public repository of structured organic reaction records. Starting materials: C(CCC)[Sn](CCCC)(CCCC)Cl (tri-n-butyltin chloride), CC=1N=C2N(C=CC=C2NC(C(C)(C)C)=O)C1C (2,3-dimethyl-8-pivaloylaminoimidazo[1,2-a]pyridine), solution, C(C)(C)(C)[Li] (t-butyllithium). Run in C(C)OCC (diethyl ether), CCCCC (n-pentane). Run at time 15 minute. The product is C(CCC)[Sn](C1=C(C=2N(C=C1)C(=C(N2)C)C)NC(C(C)(C)C)=O)(CCCC)CCCC (7-tributylstannyl-2,3-dimethyl-8-pivaloylaminoimidazo[1,2-a]pyridine). Reaction SMILES: [CH3:1][C:2]1[N:3]=[C:4]2[C:9]([NH:10][C:11](=[O:16])[C:12]([CH3:15])([CH3:14])[CH3:13])=[CH:8][CH:7]=[CH:6][N:5]2[C:17]=1[CH3:18].C([Li])(C)(C)C.[CH2:24]([Sn:28](Cl)([CH2:33][CH2:34][CH2:35][CH3:36])[CH2:29][CH2:30][CH2:31][CH3:32])[CH2:25][CH2:26][CH3:27]>C(OCC)C.CCCCC>[CH2:33]([Sn:28]([CH2:24][CH2:25][CH2:26][CH3:27])([CH2:29][CH2:30][CH2:31][CH3:32])[C:8]1[CH:7]=[CH:6][N:5]2[C:17]([CH3:18])=[C:2]([CH3:1])[N:3]=[C:4]2[C:9]=1[NH:10][C:11](=[O:16])[C:12]([CH3:14])([CH3:15])[CH3:13])[CH2:34][CH2:35][CH3:36]. Procedure: A solution of 1 g of 2,3-dimethyl-8-pivaloylaminoimidazo[1,2-a]pyridine in 40 ml of diethyl ether is treated dropwise at −78° C. with 8 ml of a 1.5 molar solution of t-butyllithium in n-pentane. The mixture is stirred for 15 min and then treated with 3.3 ml of tri-n-butyltin chloride. The internal temperature is then allowed to rise to room temperature, the mixture is poured onto ice water and extracted three times with ethyl acetate, the combined extracts are washed with a little water and drie... The reactants are S(=O)(=O)(O)[O-].[K+] (potassium hydrogen sulfate), COC(CN(I)C(=O)OCC#C)=O (N-iodopropargyloxycarbonyl glycine methyl ester), COC(CN(I)C(=O)OCC#C)=O (N-iodopropargyloxycarbonyl glycine methyl ester), Cl (hydrogen chloride), [OH-].[Li+] (lithium hydroxide). The solvent is O1CCCC1 (tetrahydrofuran), C(Cl)Cl.C(C)(=O)O (methylene chloride acetic acid). Reaction conditions: temperature 0 celsius. The product is IN(CC(=O)O)C(=O)OCC#C (N-iodopropargyloxycarbonyl glycine). As a reaction SMILES: C[O:2][C:3](=[O:13])[CH2:4][N:5]([C:7]([O:9][CH2:10][C:11]#[CH:12])=[O:8])[I:6].[OH-].[Li+].S([O-])(O)(=O)=O.[K+].Cl>C(Cl)Cl.C(O)(=O)C.O1CCCC1>[I:6][N:5]([C:7]([O:9][CH2:10][C:11]#[CH:12])=[O:8])[CH2:4][C:3]([OH:13])=[O:2] |f:1.2,3.4,6.7|. Procedure: N-Iodopropargyloxycarbonyl glycine methyl ester (Compound 2, 8.03 g., 27.03 mmole) was dissolved in 100 ml. of tetrahydrofuran, cooled to 0° C. with an ice bath and treated during 15 minutes with 30.5 ml. of 1M aqueous lithium hydroxide. The reaction mixture was stirred at 0° C. for 3/4 hr. or until the starting material was no longer present. The reaction progress was monitored by thin layer chromatography (silica gel, methylene chloride/acetic acid 90:10). After the reaction was complete, the ...